Task: describe an organic reaction: reactants, conditions, products, and yield. Dataset: the Open Reaction Database (ORD), a public repository of structured organic reaction records The reactants are ClC=1N=CC=C2C1N(C=C2CCO)C(=O)OC(C)(C)C (tert-butyl 7-chloro-3-(2-hydroxyethyl)-1H-pyrrolo[2,3-c]pyridine-1-carboxylate), FC(OC1=CC=C(C=C1)O)(F)F (4-trifluoromethoxyphenol), C1(=CC=CC=C1)P(C1=CC=CC=C1)C1=CC=CC=C1 (triphenylphosphine), CC(C)OC(=O)/N=N/C(=O)OC(C)C (diisopropylazodicarboxylate). Solvent: C1(=CC=CC=C1)C (PhMe). Reaction conditions: time 20 minute. Product: ClC=1N=CC=C2C1N(C=C2CCOC2=CC=C(C=C2)OC(F)(F)F)C(=O)OC(C)(C)C (tert-butyl 7-chloro-3-{2-[4-(trifluoromethoxy)phenoxy]ethyl}-1H-pyrrolo[2,3-c]pyridine-1-carboxylate). The yield is 96.7%. RXN SMILES: [Cl:1][C:2]1[N:3]=[CH:4][CH:5]=[C:6]2[C:10]([CH2:11][CH2:12][OH:13])=[CH:9][N:8]([C:14]([O:16][C:17]([CH3:20])([CH3:19])[CH3:18])=[O:15])[C:7]=12.[F:21][C:22]([F:32])([F:31])[O:23][C:24]1[CH:29]=[CH:28][C:27](O)=[CH:26][CH:25]=1.C1(P(C2C=CC=CC=2)C2C=CC=CC=2)C=CC=CC=1.CC(OC(/N=N/C(OC(C)C)=O)=O)C>C1(C)C=CC=CC=1>[Cl:1][C:2]1[N:3]=[CH:4][CH:5]=[C:6]2[C:10]([CH2:11][CH2:12][O:13][C:27]3[CH:26]=[CH:25][C:24]([O:23][C:22]([F:21])([F:31])[F:32])=[CH:29][CH:28]=3)=[CH:9][N:8]([C:14]([O:16][C:17]([CH3:20])([CH3:19])[CH3:18])=[O:15])[C:7]=12. Reported procedure: To a solution of tert-butyl 7-chloro-3-(2-hydroxyethyl)-1H-pyrrolo[2,3-c]pyridine-1-carboxylate (233 mg, 0.79 mmol) in PhMe (15 mL) was added 4-trifluoromethoxyphenol (0.15 mL, 1.2 mmol), triphenylphosphine (309 mg, 1.2 mmol), and diisopropylazodicarboxylate (0.23 mL, 1.2 mmol) at r.t. After 20 min, the mixture was concentrated in vacuo, and the crude material was purified on silica (gradient elution, 0-30% EtOAc/hexanes) to yield the title product (349 mg). HRMS (ESI) calc (M+H)+=457.1136. foun... Starting materials: C=CC(=O)OC(C)(C)C, COCCN, CO. Yields the product COCCNCCC(=O)OC(C)(C)C. RXN SMILES: [C:1]([CH:2]=[CH2:3])(=[O:4])[O:5][C:6]([CH3:7])([CH3:8])[CH3:9].[CH3:10][O:11][CH2:12][CH2:13][NH2:14].[CH3:15][OH:16]>>[C:1]([CH2:2][CH2:3][NH:14][CH2:13][CH2:12][O:11][CH3:10])(=[O:4])[O:5][C:6]([CH3:7])([CH3:8])[CH3:9]. Product: BrC1=C(C=CC=C1)C1=NC=CC=C1 (2-(2-bromophenyl)pyridine). Starting materials: C(=O)([O-])[O-].[K+].[K+] (K2CO3), BrC1=NC=CC=C1 (2-bromopyridine), BrC1=C(C=CC=C1)B(O)O (2-bromophenylboronic acid), C1(=CC=CC=C1)P(C1=CC=CC=C1)C1=CC=CC=C1 (triphenylphosphine). Procedure details: To a 250 mL flask were charged 2-bromopyridine (4.8 mL, 49 mmol), 2-bromophenylboronic acid (9.85 g, 49 mmol), triphenylphosphine (1.09 g, 4.17 mmol), and ethylene glycol dimethyl ether (55 mL). A homogeneous solution was formed. To this solution was added 2 M K2CO3 (60 mL, 120 mmol). The mixture was purged with nitrogen then Pd(OAc)2 (0.24 g, 1 mmol) was added. The mixture was refluxed for 5 h then cooled to room temperature. The reaction mixture was transferred into a separating funnel and the... Solvent: COCCOC (ethylene glycol dimethyl ether). RXN SMILES: Br[C:2]1[CH:7]=[CH:6][CH:5]=[CH:4][N:3]=1.[Br:8][C:9]1[CH:14]=[CH:13][CH:12]=[CH:11][C:10]=1B(O)O.C1(P(C2C=CC=CC=2)C2C=CC=CC=2)C=CC=CC=1.C([O-])([O-])=O.[K+].[K+]>CC([O-])=O.CC([O-])=O.[Pd+2].COCCOC>[Br:8][C:9]1[CH:14]=[CH:13][CH:12]=[CH:11][C:10]=1[C:2]1[CH:7]=[CH:6][CH:5]=[CH:4][N:3]=1 |f:3.4.5,6.7.8|. Reagents/catalysts: CC(=O)[O-].CC(=O)[O-].[Pd+2] (Pd(OAc)2). The reactants are [Al+3], CCOCC, [H-], [H-], [H-], [H-], [Li+], [Mg+2], [Na+], O=S(=O)([O-])[O-], [OH-], O, O=C(O)c1cc2ccccc2o1. Yields the product OCc1cc2ccccc2o1. RXN SMILES: [Al+3:14].[CH2:27]([O:28][CH2:29][CH3:30])[CH3:31].[H-:13].[H-:16].[H-:17].[H-:18].[Li+:15].[Mg+2:21].[Na+:20].[O-:22][S:23](=[O:24])(=[O:25])[O-:26].[OH-:19].[OH2:32].[o:1]1[c:2]([C:10](=[O:11])[OH:12])[cH:3][c:4]2[c:5]1[cH:6][cH:7][cH:8][cH:9]2>>[o:1]1[c:2]([CH2:10][OH:11])[cH:3][c:4]2[c:5]1[cH:6][cH:7][cH:8][cH:9]2.